This data is from the Open Reaction Database (ORD), a public repository of structured organic reaction records. The task is: describe an organic reaction: reactants, conditions, products, and yield The yield is 57.7%. Conditions: temperature 85 celsius. As a reaction SMILES: C[O-].[Na+].[CH3:4][C:5]1[CH:6]=[C:7]([CH:11]=[CH:12][CH:13]=1)[CH2:8][C:9]#[N:10].[C:14]1(=O)[CH2:19][CH2:18][CH2:17][CH2:16][CH2:15]1.C(O)=O>C(O)C>[C:14]1(=[C:8]([C:7]2[CH:6]=[C:5]([CH3:4])[CH:13]=[CH:12][CH:11]=2)[C:9]#[N:10])[CH2:19][CH2:18][CH2:17][CH2:16][CH2:15]1 |f:0.1|. Procedure: Sodium methylate (5.40 g, 0.10 mol) is dissolved in ethanol (70 ml) and 3-methyl benzylcyanide (1310 g, 0.10 mol) is added over 2 min. Cyclohexanone (9.80 g, 0.10 mol) is added to the white suspension. The resulting mixture is heated to 85° C. (bath) for 4.5 h. Under icecooling, formic acid (5.0 ml) is added dropwise, upon which the mixture turns colourless. Standard aqueous workup as described in example 1, followed by a short path distillation at 0.05 mbar/157-165° C. yields 12.2 g of product ... Yields the product C1(CCCCC1)=C(C#N)C=1C=C(C=CC1)C (Cyclohexylidene-m-tolyl-acetonitrile). Run in C(C)O (ethanol). Reactants: C(=O)O (formic acid), C[O-].[Na+] (Sodium methylate), C1(CCCCC1)=O (Cyclohexanone), CC=1C=C(CC#N)C=CC1 (3-methyl benzylcyanide). The product is C[Si](C)(C)Cc2ccc1ccccc1c2. Run at temperature 25 celsius, time 16 hour. The reactants are C[Si](C)(C)C[Mg]Cl (effective_coupling_partner), CCN(CC)C(=O)Oc2ccc1ccccc1c2 (substrate). Starting materials: C[S-], CN1CCCC1=O, [Cl-], CC(O)(C(=O)Nc1ccc(S(=O)(=O)c2ccccc2F)cc1Cl)C(F)(F)F, [NH4+], [Na+]. The product is CSc1ccccc1S(=O)(=O)c1ccc(NC(=O)C(C)(O)C(F)(F)F)c(Cl)c1. As a reaction SMILES: [CH3:1][S-:2].[CH3:33][N:34]1[CH2:35][CH2:36][CH2:37][C:38]1=[O:39].[Cl-:31].[Cl:4][c:5]1[c:6]([NH:21][C:22]([C:23]([C:24]([F:25])([F:26])[F:27])([CH3:28])[OH:29])=[O:30])[cH:7][cH:8][c:9]([S:11](=[O:12])(=[O:13])[c:14]2[c:15]([F:20])[cH:16][cH:17][cH:18][cH:19]2)[cH:10]1.[NH4+:32].[Na+:3]>>[CH3:1][S:2][c:15]1[c:14]([S:11]([c:9]2[cH:8][cH:7][c:6]([NH:21][C:22]([C:23]([C:24]([F:25])([F:26])[F:27])([CH3:28])[OH:29])=[O:30])[c:5]([Cl:4])[cH:10]2)(=[O:12])=[O:13])[cH:19][cH:18][cH:17][cH:16]1. The reactants are COC1=CC(=CC2=C1C(OCCCC=CCCCO2)=O)OC (1,3-dimethoxy-6,7,8,11,12,13-hexahydro-5,14-dioxa-benzocyclotridecen-15-one), [S-]CC.[Na+] (sodium thioethoxide), O (water). Run in CN(C=O)C (dimethyl formamide). The product is OC1=CC(=CC2=C1C(OCCCC=CCCCO2)=O)OC (1-hydroxy-3-methoxy-6,7,8,11,12,13-hexahydro-5,14-dioxa-benzocyclotridecen-15-one). Yield: 22.8%. RXN SMILES: C[O:2][C:3]1[C:8]2[C:9](=[O:20])[O:10][CH2:11][CH2:12][CH2:13][CH:14]=[CH:15][CH2:16][CH2:17][CH2:18][O:19][C:7]=2[CH:6]=[C:5]([O:21][CH3:22])[CH:4]=1.[S-]CC.[Na+].O>CN(C)C=O>[OH:2][C:3]1[C:8]2[C:9](=[O:20])[O:10][CH2:11][CH2:12][CH2:13][CH:14]=[CH:15][CH2:16][CH2:17][CH2:18][O:19][C:7]=2[CH:6]=[C:5]([O:21][CH3:22])[CH:4]=1 |f:1.2|. Procedure: A solution of 1,3-dimethoxy-6,7,8,11,12,13-hexahydro-5,14-dioxa-benzocyclotridecen-15-one (95 mg, 0.30 mmol) and sodium thioethoxide (31 mg, 0.37 mmol) in dimethyl formamide was heated at 140° C. for 4 h whereby it was poored into water (100 ml). Extraction and chromatography gave 1-hydroxy-3-methoxy-6,7,8,11,12,13-hexahydro-5,14-dioxa-benzocyclotridecen-15-one (20 mg). Reactants: C(CCCCCCCCCCCCCCCCC)C1C(=O)OC(C1)=O (octadecyl succinic anhydride), NCCCCCCO (6-amino-1-hexanol). Product: OCCCCCCN1C(C(CC1=O)CCCCCCCCCCCCCCCCCC)=O (N-(6-hydroxyhexyl)octadecyl succinimide). The yield is 69.0%. RXN SMILES: [CH2:1]([CH:19]1[CH2:24][C:23](=[O:25])[O:22][C:20]1=O)[CH2:2][CH2:3][CH2:4][CH2:5][CH2:6][CH2:7][CH2:8][CH2:9][CH2:10][CH2:11][CH2:12][CH2:13][CH2:14][CH2:15][CH2:16][CH2:17][CH3:18].[NH2:26][CH2:27][CH2:28][CH2:29][CH2:30][CH2:31][CH2:32][OH:33]>>[OH:33][CH2:32][CH2:31][CH2:30][CH2:29][CH2:28][CH2:27][N:26]1[C:23](=[O:25])[CH2:24][CH:19]([CH2:1][CH2:2][CH2:3][CH2:4][CH2:5][CH2:6][CH2:7][CH2:8][CH2:9][CH2:10][CH2:11][CH2:12][CH2:13][CH2:14][CH2:15][CH2:16][CH2:17][CH3:18])[C:20]1=[O:22]. Reported procedure: A 300 mL reaction flask was charged with 63.2 g of octadecyl succinic anhydride (manufactured by Tokyo Chemical Industry Co., Ltd.) and 21.0 g of 6-amino-1-hexanol (manufactured by Tokyo Chemical Industry Co., Ltd.), and the resulting mixture was reacted at 160° C. for 3.5 hours under continuous nitrogen purging and with vigorous stirring. The reaction product was purified by silica gel column chromatography, yielding 55.87 g of N-(6-hydroxyhexyl)octadecyl succinimide (yield: 69.0%). Reactants: CNCCC#Cc1ccccn1, COc1cccc(C(=O)Cl)c1, CCN(C(C)C)C(C)C, ClCCl. The product is COc1cccc(C(=O)N(C)CCC#Cc2ccccn2)c1. As a reaction SMILES: [CH3:1][NH:2][CH2:3][CH2:4][C:5]#[C:6][c:7]1[n:8][cH:9][cH:10][cH:11][cH:12]1.[CH3:22][O:23][c:24]1[cH:25][c:26]([C:27](=[O:28])[Cl:29])[cH:30][cH:31][cH:32]1.[CH:13]([N:14]([CH2:15][CH3:16])[CH:17]([CH3:18])[CH3:19])([CH3:20])[CH3:21].[Cl:33][CH2:34][Cl:35]>>[CH3:1][N:2]([CH2:3][CH2:4][C:5]#[C:6][c:7]1[n:8][cH:9][cH:10][cH:11][cH:12]1)[C:27]([c:26]1[cH:25][c:24]([O:23][CH3:22])[cH:32][cH:31][cH:30]1)=[O:28]. Reactants: NC1=C(C=C(C=C1)C(C(=O)OCC)CC(C)C)OCC(F)(F)F (ethyl 2-(4-amino-3-(2,2,2-trifluoroethoxy)phenyl)-4-methylpentanoate), C1CC(=O)N(C1=O)Cl (NCS). Run in O (water), C(Cl)(Cl)Cl (CHCl3). Yields the product NC1=C(C=C(C=C1OCC(F)(F)F)C(C(=O)OCC)CC(C)C)Cl (ethyl 2-(4-amino-3-chloro-5-(2,2,2-trifluoroethoxy)phenyl)-4-methylpentanoate). The yield is 68.0%. RXN SMILES: [NH2:1][C:2]1[CH:7]=[CH:6][C:5]([CH:8]([CH2:14][CH:15]([CH3:17])[CH3:16])[C:9]([O:11][CH2:12][CH3:13])=[O:10])=[CH:4][C:3]=1[O:18][CH2:19][C:20]([F:23])([F:22])[F:21].C1C(=O)N([Cl:31])C(=O)C1>C(Cl)(Cl)Cl.O>[NH2:1][C:2]1[C:3]([O:18][CH2:19][C:20]([F:21])([F:22])[F:23])=[CH:4][C:5]([CH:8]([CH2:14][CH:15]([CH3:16])[CH3:17])[C:9]([O:11][CH2:12][CH3:13])=[O:10])=[CH:6][C:7]=1[Cl:31]. Reported procedure: To a stirred solution of ethyl 2-(4-amino-3-(2,2,2-trifluoroethoxy)phenyl)-4-methylpentanoate (0.25 g, 0.75 mmol) in dry CHCl3 (20 mL), NCS (0.08 g, 0.6 mmol) was added at 0° C. The reaction mixture was allowed to stir for 3 at room temperature to complete the reaction. The reaction mixture was diluted with water, extracted with DCM (2×100 mL), the combined organic solvents was dried over Na2SO4, filtered and concentrated in vacuo. The crude reaction mixture was purified by Flash column chromato... Reactants: CN(C)C=O (DMF), FC(C(=O)O)(F)F.FC1=C(C=C(C=C1C)NC1=NC=C(C(=N1)NC=1C=CC2=C(NC(O2)=O)C1)C)OC (5-(2-(4-fluoro-3-methoxy-5-methylphenylamino)-5-methylpyrimidin-4-ylamino)benzo[d]oxazol-2(3H)-one trifluoroacetate), C(=O)([O-])[O-].[Cs+].[Cs+] (Cs2CO3), P(=O)(OC(C)(C)C)(OC(C)(C)C)OCCl (di-tert-butyl chloromethyl phosphate), P(=O)(OC(C)(C)C)(OC(C)(C)C)OCCl (di-tert-butyl chloromethyl phosphate). The solvent is O (H2O), O (H2O). Reaction conditions: time 2.5 hour. The product is P(=O)(OC(C)(C)C)(OC(C)(C)C)OCN1C(OC2=C1C=C(C=C2)NC2=NC(=NC=C2C)NC2=CC(=C(C(=C2)C)F)OC)=O (di-tert-butyl (5-(2-(4-fluoro-3-methoxy-5-methylphenylamino)-5-methylpyrimidin-4-ylamino)-2-oxobenzo[d]oxazol-3(2H)-yl)methyl phosphate). Reaction SMILES: CN(C=O)C.FC(F)(F)C(O)=O.[F:13][C:14]1[C:19]([CH3:20])=[CH:18][C:17]([NH:21][C:22]2[N:27]=[C:26]([NH:28][C:29]3[CH:30]=[CH:31][C:32]4[O:36][C:35](=[O:37])[NH:34][C:33]=4[CH:38]=3)[C:25]([CH3:39])=[CH:24][N:23]=2)=[CH:16][C:15]=1[O:40][CH3:41].C([O-])([O-])=O.[Cs+].[Cs+].[P:48]([O:60][CH2:61]Cl)([O:55][C:56]([CH3:59])([CH3:58])[CH3:57])([O:50][C:51]([CH3:54])([CH3:53])[CH3:52])=[O:49]>O>[P:48]([O:60][CH2:61][N:34]1[C:33]2[CH:38]=[C:29]([NH:28][C:26]3[C:25]([CH3:39])=[CH:24][N:23]=[C:22]([NH:21][C:17]4[CH:18]=[C:19]([CH3:20])[C:14]([F:13])=[C:15]([O:40][CH3:41])[CH:16]=4)[N:27]=3)[CH:30]=[CH:31][C:32]=2[O:36][C:35]1=[O:37])([O:50][C:51]([CH3:54])([CH3:53])[CH3:52])([O:55][C:56]([CH3:57])([CH3:58])[CH3:59])=[O:49] |f:1.2,3.4.5|. Procedure: With reference to Scheme (XI), A DMF (300 mL) suspension of 5-(2-(4-fluoro-3-methoxy-5-methylphenylamino)-5-methylpyrimidin-4-ylamino)benzo[d]oxazol-2(3H)-one trifluoroacetate (prepared as described in Example 3)(40.38 g, 79 mmol) and Cs2CO3 (78.3 g, 238 mmol) was stirred at rt under Nitrogen atmosphere, after 2.5 h, di-tert-butyl chloromethyl phosphate (26.6 g, 103 mmol) was added and stirring was continued at room temperature. After 49 h, by LC-MS, the reaction was >90% complete (note: due to ... Reactants: O (Water), BrC1=C(C=C(O)C=C1)O (4-bromoresorcinol), FC1=C(C=C(C=C1)OC)B(O)O (2-fluoro-5-methoxyphenylboronic acid), C([O-])([O-])=O.[Na+].[Na+] (sodium carbonate). Reagents/catalysts: C=1C=CC(=CC1)[P](C=2C=CC=CC2)(C=3C=CC=CC3)[Pd]([P](C=4C=CC=CC4)(C=5C=CC=CC5)C=6C=CC=CC6)([P](C=7C=CC=CC7)(C=8C=CC=CC8)C=9C=CC=CC9)[P](C=1C=CC=CC1)(C=1C=CC=CC1)C=1C=CC=CC1 (tetrakis(triphenylphosphine)palladium(0)). The solvent is C(CCC)O (1-butanol). Conditions: temperature 90 celsius, time 3 hour. Yields the product FC1=C(C=C(C=C1)OC)C=1C(=CC(=CC1)O)O (2′-fluoro-5′-methoxybiphenyl-2,4-diol). Yield: 84.7%. As a reaction SMILES: Br[C:2]1[CH:8]=[CH:7][C:5]([OH:6])=[CH:4][C:3]=1[OH:9].[F:10][C:11]1[CH:16]=[CH:15][C:14]([O:17][CH3:18])=[CH:13][C:12]=1B(O)O.C(=O)([O-])[O-].[Na+].[Na+].O>C(O)CCC.C1C=CC([P]([Pd]([P](C2C=CC=CC=2)(C2C=CC=CC=2)C2C=CC=CC=2)([P](C2C=CC=CC=2)(C2C=CC=CC=2)C2C=CC=CC=2)[P](C2C=CC=CC=2)(C2C=CC=CC=2)C2C=CC=CC=2)(C2C=CC=CC=2)C2C=CC=CC=2)=CC=1>[F:10][C:11]1[CH:16]=[CH:15][C:14]([O:17][CH3:18])=[CH:13][C:12]=1[C:2]1[C:3]([OH:9])=[CH:4][C:5]([OH:6])=[CH:7][CH:8]=1 |f:2.3.4,^1:37,39,58,77|. Procedure details: Under a nitrogen atmosphere, to a solution of 4-bromoresorcinol (10.1 g) in 1-butanol (200 mL) were added 2-fluoro-5-methoxyphenylboronic acid (10.8 g), tetrakis(triphenylphosphine)palladium(0) (3.00 g) and 2.0 M aqueous sodium carbonate solution (54 mL), and the mixture was stirred at 90° C. for 3 hr. Water was added to the reaction mixture, and the mixture was extracted with ethyl acetate. The extract was washed with saturated brine and dried over anhydrous sodium sulfate. The solvent was evap...